From a dataset of the Open Reaction Database (ORD), a public repository of structured organic reaction records. describe an organic reaction: reactants, conditions, products, and yield Reactants: C(C)OC(=O)C=1NC2=CC=C(C=C2C1)C1=CC=C(C=C1)C(C)(C)C (5-(4-tert-butylphenyl)indole-2-carboxylic acid ethyl ester), ClC1=CC=C(C=C1)B(O)O (4-chlorophenylboronic acid), ester. Yields the product C(C)(C)(C)C1=CC=C(C=C1)C=1C=C2C=C(N(C2=CC1)C1=CC=C(C=C1)Cl)C(=O)O (5-(4-tert-Butylphenyl)-1-(4-chlorophenyl)-1H-indole-2-carboxylic acid). RXN SMILES: C([O:3][C:4]([C:6]1[NH:7][C:8]2[C:13]([CH:14]=1)=[CH:12][C:11]([C:15]1[CH:20]=[CH:19][C:18]([C:21]([CH3:24])([CH3:23])[CH3:22])=[CH:17][CH:16]=1)=[CH:10][CH:9]=2)=[O:5])C.[Cl:25][C:26]1[CH:31]=[CH:30][C:29](B(O)O)=[CH:28][CH:27]=1>>[C:21]([C:18]1[CH:19]=[CH:20][C:15]([C:11]2[CH:12]=[C:13]3[C:8](=[CH:9][CH:10]=2)[N:7]([C:29]2[CH:30]=[CH:31][C:26]([Cl:25])=[CH:27][CH:28]=2)[C:6]([C:4]([OH:3])=[O:5])=[CH:14]3)=[CH:16][CH:17]=1)([CH3:23])([CH3:24])[CH3:22]. Procedure details: The title compound was prepared in accordance with Example 8(c) from 5-(4-tert-butylphenyl)indole-2-carboxylic acid ethyl ester (see Example 1(a)) and 4-chlorophenylboronic acid, followed by ester hydrolysis in accordance with the procedure described in Example 35, Method 3, step (b). Starting materials: [H-].[Na+] (Sodium hydride), Cuprous chloride, C1(=CC=CC=C1)O (phenol), BrC1=CSC=C1 (3-bromothiophene). The solvent is N1=CC=CC=C1 (pyridine). Yields the product O(C1=CC=CC=C1)C1=CSC=C1 (3-phenoxy-thiophene). Yield: 73.0%. Reaction SMILES: [C:1]1([OH:7])[CH:6]=[CH:5][CH:4]=[CH:3][CH:2]=1.Br[C:9]1[CH:13]=[CH:12][S:11][CH:10]=1.[H-].[Na+]>N1C=CC=CC=1>[O:7]([C:9]1[CH:13]=[CH:12][S:11][CH:10]=1)[C:1]1[CH:6]=[CH:5][CH:4]=[CH:3][CH:2]=1 |f:2.3|. Procedure: Cuprous chloride (3.08 g, 31.1 mmol) and phenol (8.78 g, 93.3 mmol) were sequentially added to a solution of 3-bromothiophene (5.06 g, 31.1 mmol) in pyridine (150 ml). Sodium hydride (3.73 g, 93.3 mmol, 60% dispersion in mineral oil) was then slowly added. The reaction was heated at reflux for 20 hours under Argon. The pyridine was removed under reduced pressure. The residue was diluted with Et2O (200 ml) and washed with 1N NaOH (3×100 ml), 1N HCl (2×150 ml) and 1N NaOH (150 ml). The organic lay... Starting materials: Mn, CCC(=O)C (MEK), Mn, C(C=C)(=O)OC(C)(C)C (tert-butyl acrylate). Product: C12C=CC(CC1)C2.C=C.C(C=C)(=O)OC(C)(C)C (Norbornene Ethylene tert-Butyl Acrylate). RXN SMILES: [C:1]([O:5][C:6]([CH3:9])([CH3:8])[CH3:7])(=[O:4])[CH:2]=[CH2:3].[CH3:10][CH2:11][C:12](C)=O>>[CH:6]12[CH2:7][CH:11]([CH2:12][CH2:8]1)[CH:10]=[CH:9]2.[CH2:1]=[CH2:2].[C:1]([O:5][C:6]([CH3:9])([CH3:8])[CH3:7])(=[O:4])[CH:2]=[CH2:3] |f:2.3.4|. Procedure: The procedure of Example 11 was followed using 23.5 g (0.25 mol) norbornene, 6.4 g (0.05 mole) tert-butyl acrylate, 100 mL CFC-113, 1.5 g Perkadox® 16N, 2.8 g (0.10 mol) ethylene and 60 g (0.6 mol) tetrafluoroethylene. The product mixture was a clear liquid which was added to excess methanol to precipitate the polymer. There was isolated 35.8 g (39%) of white polymer; GPC (MEK) Mw 13700, Mn 7000, Mw/Mn 1.96; Inh. Visc. 0.0830; Tg 108° C. Anal. Found: C, 57.47; H, 6.11; F, 24.40. Full polymer com... The reactants are CCOC(C)=O, O=[N+]([O-])c1c(Cl)nc2ccccc2c1NCC1(O)CCC1. Product: Nc1c(Cl)nc2ccccc2c1NCC1(O)CCC1. As a reaction SMILES: [CH3:22][CH2:23][O:24][C:25](=[O:26])[CH3:27].[Cl:1][c:2]1[n:3][c:4]2[cH:5][cH:6][cH:7][cH:8][c:9]2[c:10]([NH:15][CH2:16][C:17]2([OH:21])[CH2:18][CH2:19][CH2:20]2)[c:11]1[N+:12]([O-:13])=[O:14]>>[Cl:1][c:2]1[n:3][c:4]2[cH:5][cH:6][cH:7][cH:8][c:9]2[c:10]([NH:15][CH2:16][C:17]2([OH:21])[CH2:18][CH2:19][CH2:20]2)[c:11]1[NH2:12]. The reactants are FC1=C(C(=CC=2SC=CC21)F)C (4,6-difluoro-5-methylbenzo[b]thiophene), BrN1C(CCC1=O)=O (N-bromosuccinimide), 2,2'-azobisisobutylonitrile. Run in C(Cl)(Cl)(Cl)Cl (carbon tetrachloride). Product: BrCC1=C(C2=C(SC=C2)C=C1F)F (5-bromomethyl-4,6-difluorobenzo[b]thiophene). RXN SMILES: [F:1][C:2]1[C:10]2[CH:9]=[CH:8][S:7][C:6]=2[CH:5]=[C:4]([F:11])[C:3]=1[CH3:12].[Br:13]N1C(=O)CCC1=O>C(Cl)(Cl)(Cl)Cl>[Br:13][CH2:12][C:3]1[C:4]([F:11])=[CH:5][C:6]2[S:7][CH:8]=[CH:9][C:10]=2[C:2]=1[F:1]. Procedure details: To a solution of 0.48 g of 4,6-difluoro-5-methylbenzo[b]thiophene in 5 ml of carbon tetrachloride are added 0.92 g of N-bromosuccinimide and 0.01 g of 2,2'-azobisisobutylonitrile, and the resulting mixture is refluxed for 16 hours. After cooling, insolubles are removed from the thus cooled mixture by filtration, and the filtrate obtained is concentrated under reduced pressure. The residue obtained is purified by a column chromatography [eluent:hexane], to obtain 0.18 g of colorless, solid 5-brom... The reactants are C(C1=CC=CC=C1)OC1C(CCCC1)(N1C=NC(=C1)[N+](=O)[O-])C(=NC)SCC1=CC=C(C=C1)OC (2-benzyloxy-1-((4-methoxybenzylthio)(methylimino)methyl)-1-(4-nitroimidazol-1-yl)cyclohexane), C1(=CC=CC=C1)OC (anisole), C(O)([O-])=O.[Na+] (sodium hydrogencarbonate). Solvent: FC(C(=O)O)(F)F (trifluoroacetic acid). Run at temperature 0 celsius, time 10 minute. Product: C(C1=CC=CC=C1)OC1C(CCCC1)(C(NC)=S)N1C=NC(=C1)[N+](=O)[O-] (2-Benzyloxy-N-methyl-1-(4-nitroimidazol-1-yl)cyclohexanecarbothioamide). Isolated yield 67.6%. As a reaction SMILES: [CH2:1]([O:8][CH:9]1[CH2:14][CH2:13][CH2:12][CH2:11][C:10]1([C:23]([S:26]CC1C=CC(OC)=CC=1)=[N:24][CH3:25])[N:15]1[CH:19]=[C:18]([N+:20]([O-:22])=[O:21])[N:17]=[CH:16]1)[C:2]1[CH:7]=[CH:6][CH:5]=[CH:4][CH:3]=1.C1(OC)C=CC=CC=1.C(=O)([O-])O.[Na+]>FC(F)(F)C(O)=O>[CH2:1]([O:8][CH:9]1[CH2:14][CH2:13][CH2:12][CH2:11][C:10]1([N:15]1[CH:19]=[C:18]([N+:20]([O-:22])=[O:21])[N:17]=[CH:16]1)[C:23](=[S:26])[NH:24][CH3:25])[C:2]1[CH:7]=[CH:6][CH:5]=[CH:4][CH:3]=1 |f:2.3|. Procedure details: 6.15 g (12.4 mmol) of the 2-benzyloxy-1-((4-methoxybenzylthio)(methylimino)methyl)-1-(4-nitroimidazol-1-yl)cyclohexane prepared in the Preparative Example 14 was dissolved in 25 ml of trifluoroacetic acid under cooling with ice, followed by the addition of 5 ml of anisole. The obtained mixture was stirred at 0° C. for 10 minutes to give a dark-brown solution, which was pored onto a mixture comprising a saturated aqueous solution of sodium hydrogencarbonate and ice. The obtained mixture was extra...